Dataset: the Open Reaction Database (ORD), a public repository of structured organic reaction records. Task: describe an organic reaction: reactants, conditions, products, and yield Conditions: time 18 hour. The reactants are alkyl chloride, [N-]=[N+]=[N-].[Na+] (NaN3), [H-].[H-].[H-].[H-].[Li+].[Al+3] (LAH), O1C(CCC2=C1C=CC=C2)C(=O)O (3,4-dihydro-2H-1-benzopyran-2-carboxylic acid), [OH-].[Na+] (NaOH). Reported procedure: LAH pellets (3.2 g, 84.3 mmole) were added slowly to a stirred solution of 3,4-dihydro-2H-1-benzopyran-2-carboxylic acid (15 g, 84.3 mmole) in THF (150 ml). After the vigorous reaction subsided, the mixture was refluxed for 1 hr and then cooled. To the hot mixture were added sequentially, H2O (3.2 ml), 15% NaOH (3.2 ml), and then H2O (12.8 ml). The mixture was filtered and the filter cake washed with THF. The THF filtrate was concentrated in vacuo, and Kugelrohr distilled to a clear oil (13.85 g... Reaction SMILES: [H-].[H-].[H-].[H-].[Li+].[Al+3].[O:7]1[C:12]2[CH:13]=[CH:14][CH:15]=[CH:16][C:11]=2[CH2:10][CH2:9][CH:8]1[C:17](O)=O.[OH-].[Na+].[N-:22]=[N+]=[N-].[Na+]>C1COCC1.CN(C=O)C.O>[O:7]1[C:12]2[CH:13]=[CH:14][CH:15]=[CH:16][C:11]=2[CH2:10][CH2:9][CH:8]1[CH2:17][NH2:22] |f:0.1.2.3.4.5,7.8,9.10|. The product is O1C(CCC2=C1C=CC=C2)CN ((±)-[(3,4-dihydro-2H-1-benzopyran-2-yl)methyl]amine). The solvent is O (H2O), O (H2O), CN(C)C=O (DMF), C1CCOC1 (THF), O (H2O). Starting materials: [Br-].COC1=C(C[P+](C2=CC=CC=C2)(C2=CC=CC=C2)C2=CC=CC=C2)C(=CC=C1)OC (2,6-Dimethoxybenzyltriphenylphosphonium bromide), O=C1N(C(C2=CC=CC=C12)=O)CCCC=1C=C(C=O)C=CC1 (3-(3-(1,3-dioxoisoindolin-2-yl)propyl)benzaldehyde). Reaction conditions: time 8 hour. The product is COC1=C(/C=C/C=2C=C(C=CC2)CCCN2C(C3=CC=CC=C3C2=O)=O)C(=CC=C1)OC ((E)-2-(3-(3-(2,6-dimethoxystyryl)phenyl)propyl)isoindoline-1,3-dione). RXN SMILES: [Br-].[CH3:2][O:3][C:4]1[CH:29]=[CH:28][CH:27]=[C:26]([O:30][CH3:31])[C:5]=1[CH2:6][P+](C1C=CC=CC=1)(C1C=CC=CC=1)C1C=CC=CC=1.[O:32]=[C:33]1[C:41]2[C:36](=[CH:37][CH:38]=[CH:39][CH:40]=2)[C:35](=[O:42])[N:34]1[CH2:43][CH2:44][CH2:45][C:46]1[CH:47]=[C:48]([CH:51]=[CH:52][CH:53]=1)[CH:49]=O>>[CH3:31][O:30][C:26]1[CH:27]=[CH:28][CH:29]=[C:4]([O:3][CH3:2])[C:5]=1/[CH:6]=[CH:49]/[C:48]1[CH:47]=[C:46]([CH2:45][CH2:44][CH2:43][N:34]2[C:35](=[O:42])[C:36]3[C:41](=[CH:40][CH:39]=[CH:38][CH:37]=3)[C:33]2=[O:32])[CH:53]=[CH:52][CH:51]=1 |f:0.1|. Procedure: 2,6-Dimethoxybenzyltriphenylphosphonium bromide was coupled with phthalimide 29 following the method used in Example 44, except that the reaction was stirred overnight after warming up to room temperature. After concentration under reduced pressure, the residue was partitioned between EtOAc and water. The combined organics were washed with brine, dried over MgSO4 and concentrated under reduced pressure. Purification by flash chromatography (7 to 60% EtOAc-hexanes gradient) gave (E)-2-(3-(3-(2,6-... Reactants: C(C)(=O)OC(C)=O (acetic anhydride), 4-N,N-dimethylaminopyridine, [N+](=O)([O-])C=1C=C(C=CC1)S(=O)(=O)N (3-nitrobenzenesulfonamide). Solvent: O1CCCC1 (tetrahydrofuran). Run at time 30 minute. The product is [N+](=O)([O-])C=1C=C(C=CC1)S(=O)(=O)NC(C)=O (3-Nitro-N-(acetyl)benzenesulfonamide). RXN SMILES: [N+:1]([C:4]1[CH:5]=[C:6]([S:10]([NH2:13])(=[O:12])=[O:11])[CH:7]=[CH:8][CH:9]=1)([O-:3])=[O:2].[C:14](OC(=O)C)(=[O:16])[CH3:15]>O1CCCC1>[N+:1]([C:4]1[CH:5]=[C:6]([S:10]([NH:13][C:14](=[O:16])[CH3:15])(=[O:11])=[O:12])[CH:7]=[CH:8][CH:9]=1)([O-:3])=[O:2]. Procedure: A solution of 3-nitrobenzenesulfonamide (615 mg) in 10 ml of dry tetrahydrofuran was cooled to 0° C. and mixed with 0.34 ml of acetic anhydride and 166 mg of 4-N,N-dimethylaminopyridine. The reaction mixture was stirred for 30 minutes, quenched with 10% citric acid solution, and diluted with ethyl acetate. The reaction mixture was extracted with ethyl acetate. The organic extracts were washed with brine, dried, concentrated in vacuo to yield 946 mg of the title compound in pure form. Starting materials: C1(C2=C(C(=O)O1)CCCC2)=O (3,4,5,6-tetrahydrophthalic anhydride), FC1=C(N)C=C(C=C1)[N+](=O)[O-] (2-fluoro-5-nitroaniline), O.C1(=CC=CC=C1)C (water toluene). Solvent: C(C)(=O)O (acetic acid). Product: FC1=C(C=C(C=C1)[N+](=O)[O-])N1C(=O)C2=C(CCCC2)C1=O (N-(2-Fluoro-5-nitrophenyl)-1-cyclohexene-1,2-dicarboximide). As a reaction SMILES: [C:1]1(=[O:11])[O:6][C:4](=O)[C:3]2[CH2:7][CH2:8][CH2:9][CH2:10][C:2]1=2.[F:12][C:13]1[CH:19]=[CH:18][C:17]([N+:20]([O-:22])=[O:21])=[CH:16][C:14]=1[NH2:15].O.C1(C)C=CC=CC=1>C(O)(=O)C>[F:12][C:13]1[CH:19]=[CH:18][C:17]([N+:20]([O-:22])=[O:21])=[CH:16][C:14]=1[N:15]1[C:1](=[O:11])[C:2]2[CH2:10][CH2:9][CH2:8][CH2:7][C:3]=2[C:4]1=[O:6] |f:2.3|. Reported procedure: A mixture of 3,4,5,6-tetrahydrophthalic anhydride (22.8 g, 150 mmol), 2-fluoro-5-nitroaniline (23.4 g, 150 mmol) in glacial acetic acid is heated at reflux for 23 hours, cooled and poured into a water/toluene mixture. The organic phase is separated, washed sequentially with water and saturated sodium hydrogen carbonate solution, dried and concentrated in vacuo to obtain a yellow solid. Recrystallization of the solid from ethanol gives the title compound as off-white plates (26.6 g, mp 154°-156° ... Reactants: N1=C(C=CC=C1)C(O)C1=C(C=CC=C1COC1OCCCC1)COC1OCCCC1 (1-(2-pyridyl)-1-[2,6-di(tetrahydro-2H-2-pyranyloxymethyl)phenyl]-methanol). Run in C(C)(=O)O.C1CCOC1.O (acetic acid THF water). The product is N1=C(C=CC=C1)C(O)C1=C(C=CC=C1CO)CO (1-(2-pyridyl)-1-[2,6-di(hydroxymethyl)-phenyl]methanol). Isolated yield 43.8%. RXN SMILES: [N:1]1[CH:6]=[CH:5][CH:4]=[CH:3][C:2]=1[CH:7]([C:9]1[C:14]([CH2:15][O:16]C2CCCCO2)=[CH:13][CH:12]=[CH:11][C:10]=1[CH2:23][O:24]C1CCCCO1)[OH:8]>C(O)(=O)C.C1COCC1.O>[N:1]1[CH:6]=[CH:5][CH:4]=[CH:3][C:2]=1[CH:7]([C:9]1[C:10]([CH2:23][OH:24])=[CH:11][CH:12]=[CH:13][C:14]=1[CH2:15][OH:16])[OH:8] |f:1.2.3|. Procedure details: A solution of 1 g (2.42 mmol) of 1-(2-pyridyl)-1-[2,6-di(tetrahydro-2H-2-pyranyloxymethyl)phenyl]-methanol in 14 ml of acetic acid/THF/water (4:2:1) was heated at 100° C. under nitrogen for 6 hours. The mixture was concentrated in vacuo, the residue was dissolved in ethyl acetate and concentrated in vacuo. The residual solid was triturated with ether to afford 0.26 g of 1-(2-pyridyl)-1-[2,6-di(hydroxymethyl)-phenyl]methanol (Formula X: R1 =R2 =H; R7 =6-hydroxymethyl) as a solid. Reactants: C(C)C1=C(C=C(C=C1)O)C (4-ethyl-3-methylphenol), C([O-])([O-])=O.[K+].[K+] (potassium carbonate). Solvent: O (water). Product: C(C)C1=C(C=C(C(C(=O)O)=C1)O)C (5-ethyl-4-methylsalicylic acid). Reaction SMILES: [CH2:1]([C:3]1[CH:8]=[CH:7][C:6]([OH:9])=[CH:5][C:4]=1[CH3:10])[CH3:2].[C:11](=O)([O-:13])[O-:12].[K+].[K+]>O>[CH2:1]([C:3]1[CH:8]=[C:7]([C:11]([OH:13])=[O:12])[C:6]([OH:9])=[CH:5][C:4]=1[CH3:10])[CH3:2] |f:1.2.3|. Reported procedure: A mixture of 4-ethyl-3-methylphenol (31.51 g) and anhydrous potassium carbonate (91.25 g) was heated at 175° for 4 hours under a carbon dioxide pressure of 1,300 p.s.i. The cooled reaction products were dissolved in water (2 l). Acidification with hydrochloric acid, filtration and recrystallisation of the solid from ethanol-water gave 5-ethyl-4-methylsalicylic acid, m.p. 152.5°-154° C. (Found; C, 66.55; H, 6.71; C10H12O3 requires; C, 66.65; H, 6.71.)